This data is from the Open Reaction Database (ORD), a public repository of structured organic reaction records. The task is: describe an organic reaction: reactants, conditions, products, and yield Reactants: ammonium salt, Ammonium salt, C(C1=CC=CC=C1)N1CC(CC1)C(P(O)(=O)O)P(O)(=O)O (1-(1-benzylpyrrolidin-3-yl)-methane-1,1-diphosphonic acid), O (water), [H][H] (hydrogen). Reagents/catalysts: [Pd] (palladium on charcoal). Product: OC(P(O)(=O)O)(P(O)(=O)O)C1CNCC1 (1-Hydroxy-1-(pyrrolidin-3-yl)-methane-1,1-diphosphonic acid). Reaction SMILES: C([N:8]1[CH2:12][CH2:11][CH:10]([CH:13]([P:18]([OH:21])(=[O:20])[OH:19])[P:14]([OH:17])(=[O:16])[OH:15])[CH2:9]1)C1C=CC=CC=1.[H][H].[OH2:24]>[Pd]>[OH:24][C:13]([CH:10]1[CH2:11][CH2:12][NH:8][CH2:9]1)([P:18]([OH:21])(=[O:20])[OH:19])[P:14]([OH:17])(=[O:16])[OH:15]. Reported procedure: 0.88 g. Ammonium salt of 1-(1-benzylpyrrolidin-3-yl)-methane-1,1-diphosphonic acid (see Example 1 e) is dissolved in 30 ml. water and hydrogenated in the presence of 0.7 g. palladium on charcoal at ambient temperature and normal pressure. After ending of the hydrogen take up, the catalyst is filtered off with suction, the filtrate is evaporated and the residue is treated with acetone. After suction filtration, there is obtained 0.44 g. (65% of theory) of the amorphous ammonium salt x 1 mole wate... Reactants: CCOC(=O)c1c(Nc2ccccc2[N+](=O)[O-])c(C)cn1C, CCO, NN, O. Yields the product CCOC(=O)c1c(Nc2ccccc2N)c(C)cn1C. Reaction SMILES: [CH3:1][n:2]1[c:3]([C:18](=[O:19])[O:20][CH2:21][CH3:22])[c:4]([NH:8][c:9]2[c:10]([N+:15]([O-:16])=[O:17])[cH:11][cH:12][cH:13][cH:14]2)[c:5]([CH3:7])[cH:6]1.[CH3:26][CH2:27][OH:28].[NH2:24][NH2:25].[OH2:23]>>[CH3:1][n:2]1[c:3]([C:18](=[O:19])[O:20][CH2:21][CH3:22])[c:4]([NH:8][c:9]2[c:10]([NH2:15])[cH:11][cH:12][cH:13][cH:14]2)[c:5]([CH3:7])[cH:6]1.